From a dataset of the Open Reaction Database (ORD), a public repository of structured organic reaction records. describe an organic reaction: reactants, conditions, products, and yield The reactants are C(C)(=O)NC(C(=O)OCC)C(=O)OCC (diethyl acetamidomalonate), [H-].[Na+] (sodium hydride), FC1=CC=C(C=C1)C(C1=CC=C(C=C1)F)(Cl)Cl (Bis(4-fluorophenyl)methylene chloride). The reagents and catalysts are [I-].C(CCC)[N+](CCCC)(CCCC)CCCC (tetra-n-butylammonium iodide). The solvent is CN(C=O)C (N,N-dimethylformamide). Reaction conditions: time 1 hour. The product is C(C)OC(C(C(=O)OCC)(C(C1=CC=C(C=C1)F)C1=CC=C(C=C1)F)NC(C)=O)=O (diethyl(acetylamino)(bis(4-fluorophenyl)methyl)malonate). Yield: 76.8%. Reaction SMILES: [C:1]([NH:4][CH:5]([C:11]([O:13][CH2:14][CH3:15])=[O:12])[C:6]([O:8][CH2:9][CH3:10])=[O:7])(=[O:3])[CH3:2].[H-].[Na+].[F:18][C:19]1[CH:24]=[CH:23][C:22]([C:25](Cl)(Cl)[C:26]2[CH:31]=[CH:30][C:29]([F:32])=[CH:28][CH:27]=2)=[CH:21][CH:20]=1>CN(C)C=O.[I-].C([N+](CCCC)(CCCC)CCCC)CCC>[CH2:9]([O:8][C:6](=[O:7])[C:5]([NH:4][C:1](=[O:3])[CH3:2])([CH:25]([C:22]1[CH:23]=[CH:24][C:19]([F:18])=[CH:20][CH:21]=1)[C:26]1[CH:27]=[CH:28][C:29]([F:32])=[CH:30][CH:31]=1)[C:11]([O:13][CH2:14][CH3:15])=[O:12])[CH3:10] |f:1.2,5.6|. Procedure details: To a solution of diethyl acetamidomalonate (238 mg, 1.1 mmol) in N,N-dimethylformamide (1 mL) was added 55% sodium hydride (44 mg, 1.1 mmol), and the mixture was stirred at room temperature for 1 hr. Bis(4-fluorophenyl)methylene chloride (93 μL, 0.5 mmol) and tetra-n-butylammonium iodide (24 mg) were added, and the mixture was stirred at 50° C. for 16 hrs and then at 80° C. for 16 hrs. After completion of the reaction, HPLC quantitative analysis was performed to confirm 161 mg of the title compo... Yields the product CCCCc1ccc(C#Cc2ccc(CN(C(=O)CCCCCCC(=O)OC)c3ccc4c(c3)C(=O)OC(C)(C)O4)cc2)cc1. The reactants are CCCCc1ccc(C#Cc2ccc(CNc3ccc4c(c3)C(=O)OC(C)(C)O4)cc2)cc1, COC(=O)CCCCCCC(=O)Cl, Cl. As a reaction SMILES: [CH2:2]([CH2:3][CH2:4][CH3:5])[c:6]1[cH:7][cH:8][c:9]([C:12]#[C:13][c:14]2[cH:15][cH:16][c:17]([CH2:18][NH:19][c:20]3[cH:21][c:22]4[c:23]([cH:31][cH:32]3)[O:24][C:25]([CH3:29])([CH3:30])[O:26][C:27]4=[O:28])[cH:33][cH:34]2)[cH:10][cH:11]1.[Cl:35][C:36]([CH2:37][CH2:38][CH2:39][CH2:40][CH2:41][CH2:42][C:43](=[O:44])[O:45][CH3:46])=[O:47].[ClH:1]>>[CH2:2]([CH2:3][CH2:4][CH3:5])[c:6]1[cH:7][cH:8][c:9]([C:12]#[C:13][c:14]2[cH:15][cH:16][c:17]([CH2:18][N:19]([c:20]3[cH:21][c:22]4[c:23]([cH:31][cH:32]3)[O:24][C:25]([CH3:29])([CH3:30])[O:26][C:27]4=[O:28])[C:36]([CH2:37][CH2:38][CH2:39][CH2:40][CH2:41][CH2:42][C:43](=[O:44])[O:45][CH3:46])=[O:47])[cH:33][cH:34]2)[cH:10][cH:11]1. The reactants are [N+](=O)([O-])C1=C(C=CC(=C1)[N+](=O)[O-])N1C=NC(=C1)CN1C(C(N=C(C2=C1C=CC=C2)C2=CC=CC=C2)NC(=O)OCC2=CC=CC=C2)=O (1,3-Dihydro-1-[1-(2,4-dinitrophenyl)-4-imidazolyl]methyl-3-[(benzyloxycarbonyl)amino]-5-phenyl-2H-1,4-benzodiazepin-2-one), Br (hydrogen bromide). The solvent is C(Cl)Cl (methylene chloride). Yields the product Br.[N+](=O)([O-])C1=C(C=CC(=C1)[N+](=O)[O-])N1C=NC(=C1)CN1C(C(N=C(C2=C1C=CC=C2)C2=CC=CC=C2)N)=O (1,3-Dihydro-1-[1-(2,4-dinitrophenyl)-4-imidazolyl]methyl-3-amino-5-phenyl-2H-1,4-benzodiazepin-2-one hydrobromide). As a reaction SMILES: [N+:1]([C:4]1[CH:9]=[C:8]([N+:10]([O-:12])=[O:11])[CH:7]=[CH:6][C:5]=1[N:13]1[CH:17]=[C:16]([CH2:18][N:19]2[C:25]3[CH:26]=[CH:27][CH:28]=[CH:29][C:24]=3[C:23]([C:30]3[CH:35]=[CH:34][CH:33]=[CH:32][CH:31]=3)=[N:22][CH:21]([NH:36]C(OCC3C=CC=CC=3)=O)[C:20]2=[O:47])[N:15]=[CH:14]1)([O-:3])=[O:2].[BrH:48]>C(Cl)Cl>[BrH:48].[N+:1]([C:4]1[CH:9]=[C:8]([N+:10]([O-:12])=[O:11])[CH:7]=[CH:6][C:5]=1[N:13]1[CH:17]=[C:16]([CH2:18][N:19]2[C:25]3[CH:26]=[CH:27][CH:28]=[CH:29][C:24]=3[C:23]([C:30]3[CH:31]=[CH:32][CH:33]=[CH:34][CH:35]=3)=[N:22][CH:21]([NH2:36])[C:20]2=[O:47])[N:15]=[CH:14]1)([O-:3])=[O:2] |f:3.4|. Procedure details: 1,3-Dihydro-1-[1-(2,4-dinitrophenyl)-4-imidazolyl]methyl-3-[(benzyloxycarbonyl)amino]-5-phenyl-2H-1,4-benzodiazepin-2-one (70 mg) was dissolved in 10 ml of methylene chloride. The resulting solution was cooled to 0° C. and saturated with hydrogen bromide gas for 10 minutes. The reaction vessel was sealed and the reaction mixture was allowed to warm to room temperature over 0.5 hours. The vessel was vented and the solvent and excess hydrogen bromide gas were removed under reduced pressure to give... Starting materials: COC(=O)c1ccc(CBr)cc1[N+](=O)[O-], O=C([O-])[O-], CN(C)C=O, CCOC(C)=O, [K+], [K+], Sc1ccccc1. Product: COC(=O)c1ccc(CSc2ccccc2)cc1[N+](=O)[O-]. Reaction SMILES: [Br:19][CH2:20][c:21]1[cH:22][c:23]([N+:31](=[O:32])[O-:33])[c:24]([C:25](=[O:26])[O:27][CH3:28])[cH:29][cH:30]1.[C:1](=[O:2])([O-:3])[O-:4].[CH3:14][N:15]([CH3:16])[CH:17]=[O:18].[CH3:34][CH2:35][O:36][C:37](=[O:38])[CH3:39].[K+:5].[K+:6].[SH:7][c:8]1[cH:9][cH:10][cH:11][cH:12][cH:13]1>>[S:7]([c:8]1[cH:9][cH:10][cH:11][cH:12][cH:13]1)[CH2:20][c:21]1[cH:22][c:23]([N+:31](=[O:32])[O-:33])[c:24]([C:25](=[O:26])[O:27][CH3:28])[cH:29][cH:30]1. Reactants: CCOC(=O)c1ncc2[nH]c3cccc(COC(C)=O)c3c2c1COC, CCO, [Na]. Product: CCOC(=O)c1ncc2[nH]c3cccc(CO)c3c2c1COC. RXN SMILES: [CH2:1]([CH3:2])[O:3][C:4](=[O:5])[c:6]1[n:7][cH:8][c:9]2[nH:10][c:11]3[cH:12][cH:13][cH:14][c:15]([CH2:22][O:23][C:24](=[O:25])[CH3:26])[c:16]3[c:17]2[c:18]1[CH2:19][O:20][CH3:21].[CH3:28][CH2:29][OH:30].[Na:27]>>[CH2:1]([CH3:2])[O:3][C:4](=[O:5])[c:6]1[n:7][cH:8][c:9]2[nH:10][c:11]3[cH:12][cH:13][cH:14][c:15]([CH2:22][OH:23])[c:16]3[c:17]2[c:18]1[CH2:19][O:20][CH3:21]. Reactants: [OH-].[Na+] (sodium hydroxide), CN1C[C@@H](C[C@@H]2C=3C=CC=C4NC=C(C[C@@H]12)C34)CNCCC(=O)OC (6-methyl-8β-[N-(2-methoxycarbonyl-ethyl)aminomethyl]-ergoline), II, [O-]C#N.[K+] (potassium cyanate). Run in O (water), Cl (hydrochloric acid). Reaction conditions: temperature 60 celsius. The product is CN1C[C@@H](C[C@@H]2C=3C=CC=C4NC=C(C[C@@H]12)C34)CN(C(N)=O)CCC(=O)OC (6-Methyl-8β-[N-(2-methoxycarbonylethyl)-N-carbamoylaminomethyl]-ergoline). Yield: 67.9%. As a reaction SMILES: [CH3:1][N:2]1[C@H:16]2[C@@H:6]([C:7]3[CH:8]=[CH:9][CH:10]=[C:11]4[C:17]=3[C:14]([CH2:15]2)=[CH:13][NH:12]4)[CH2:5][C@@H:4]([CH2:18][NH:19][CH2:20][CH2:21][C:22]([O:24][CH3:25])=[O:23])[CH2:3]1.[O-:26][C:27]#[N:28].[K+].[OH-].[Na+]>O.Cl>[CH3:1][N:2]1[C@H:16]2[C@@H:6]([C:7]3[CH:8]=[CH:9][CH:10]=[C:11]4[C:17]=3[C:14]([CH2:15]2)=[CH:13][NH:12]4)[CH2:5][C@@H:4]([CH2:18][N:19]([CH2:20][CH2:21][C:22]([O:24][CH3:25])=[O:23])[C:27](=[O:26])[NH2:28])[CH2:3]1 |f:1.2,3.4|. Procedure details: A mixture of 8.5 g of 6-methyl-8β-[N-(2-methoxycarbonyl-ethyl)aminomethyl]-ergoline (II: R1 =R2 =R3 =H, R4 =CH3, n=1, A=CH2 --CHR6, R6 =H, B=COOCH3 ; prepared as described in Example 1) and 2.86 g of potassium cyanate in 120 ml of water and 35 ml of 1N hydrochloric acid was heated at 60° C. for one hour. The solution was then neutralized with 1N sodium hydroxide and extracted with chloroform. The organic layer was evaporated off, and the residue was purified by column chromatography on silica ge... The reactants are CN1CCC(CC1)=C1C2=C(C(=CC3=C1C=CC=C3)N3CCCCC3)C=CC=C2 (1-methyl-4-(10-(1-piperidyl)-5H-dibenzo[a,d]cyclohepten-5-ylidene)piperidine), CO (methanol). Solvent: O (water). Yields the product CN1CCC(CC1)=C1C2=C(C(CC3=C1C=CC=C3)=O)C=CC=C2 (1-methyl-4-(10,11-dihydro-10-oxo-dibenzo[a,d]cyclohepten-5-ylidene)piperidine). RXN SMILES: [CH3:1][N:2]1[CH2:7][CH2:6][C:5](=[C:8]2[C:14]3[CH:15]=[CH:16][CH:17]=[CH:18][C:13]=3[CH:12]=[C:11](N3CCCCC3)[C:10]3[CH:25]=[CH:26][CH:27]=[CH:28][C:9]2=3)[CH2:4][CH2:3]1.C[OH:30]>O>[CH3:1][N:2]1[CH2:7][CH2:6][C:5](=[C:8]2[C:14]3[CH:15]=[CH:16][CH:17]=[CH:18][C:13]=3[CH2:12][C:11](=[O:30])[C:10]3[CH:25]=[CH:26][CH:27]=[CH:28][C:9]2=3)[CH2:4][CH2:3]1. Procedure details: This enamine product is then hydrolyzed by refluxing with stirring in 150 ml. 10% in water and 75 ml. of methanol. The methanol is then removed by evaporation of the reaction mixture on a rotary evaporator. The residual material containing the desired product is made alkaline by adding solid NaHCO3 until no more CO2 is evolved. The residue is then extracted with toluene and ether. The combined extracts containing the product are dried over anhydrous MgSO4, filtered, and the solvents removed with... The reactants are BrC=1C=C2C(C(NC2=CC1)=O)=O (5-bromo-1H-indole-2,3-dione), [N+](=O)(O)[O-] (nitric acid). Solvent: OS(=O)(=O)O (H2SO4). Conditions: time 1 hour. Product: BrC=1C=C2C(C(NC2=C(C1)[N+](=O)[O-])=O)=O (5-Bromo-7-nitro-1H-indole-2,3-dione). Isolated yield 91.8%. Reaction SMILES: [Br:1][C:2]1[CH:3]=[C:4]2[C:8](=[CH:9][CH:10]=1)[NH:7][C:6](=[O:11])[C:5]2=[O:12].[N+:13]([O-])([OH:15])=[O:14]>OS(O)(=O)=O>[Br:1][C:2]1[CH:3]=[C:4]2[C:8](=[C:9]([N+:13]([O-:15])=[O:14])[CH:10]=1)[NH:7][C:6](=[O:11])[C:5]2=[O:12]. Procedure details: To a solution of 5-bromo-1H-indole-2,3-dione (5 g, 22.1 mmol) in conc. H2SO4 (22.5 mL) was added fuming nitric acid (1.45 mL) very slowly at −5 to 0° C. The reaction mixture was stirred at the same temperature for one hour. After completion of the reaction, the reaction mixture was poured on to crushed ice and the resulting precipitate was filtered, washed with water (2-3 times) and dried under vacuum to obtain the title compound as yellow solid (5.5 g, 91.8%) which was used for the next step di... Reactants: CCOC(C)=O, CCN(C(C)C)C(C)C, CC1CN(S(=O)(=O)c2ccc(Cl)c(Cl)c2)C(C)CN1, Clc1cccnc1Cl, CN(C)C=O. Yields the product CC1CN(S(=O)(=O)c2ccc(Cl)c(Cl)c2)C(C)CN1c1ncccc1Cl. Reaction SMILES: [CH3:42][CH2:43][O:44][C:45](=[O:46])[CH3:47].[CH:28]([N:29]([CH:30]([CH3:31])[CH3:32])[CH2:33][CH3:34])([CH3:35])[CH3:36].[Cl:1][c:2]1[cH:3][c:4]([S:9](=[O:10])(=[O:11])[N:12]2[CH:13]([CH3:19])[CH2:14][NH:15][CH:16]([CH3:18])[CH2:17]2)[cH:5][cH:6][c:7]1[Cl:8].[Cl:20][c:21]1[n:22][cH:23][cH:24][cH:25][c:26]1[Cl:27].[O:37]=[CH:38][N:39]([CH3:40])[CH3:41]>>[Cl:1][c:2]1[cH:3][c:4]([S:9](=[O:10])(=[O:11])[N:12]2[CH:13]([CH3:19])[CH2:14][N:15]([c:21]3[n:22][cH:23][cH:24][cH:25][c:26]3[Cl:27])[CH:16]([CH3:18])[CH2:17]2)[cH:5][cH:6][c:7]1[Cl:8].